The task is: describe an organic reaction: reactants, conditions, products, and yield. This data is from the Open Reaction Database (ORD), a public repository of structured organic reaction records. The reactants are BrC=1C=C2CC(CNC2=CC1)=O (6-bromo-2,3-dihydro-1H-quinolin-3-one), [Cl-].[Cl-].[Cl-].[Al+3] (aluminum trichloride), [H-].[Al+3].[Li+].[H-].[H-].[H-] (lithium aluminum hydride). Run in C1CCOC1 (THF), C([O-])([O-])=O.[Na+].[Na+] (sodium carbonate). Product: BrC=1C=C2CCCNC2=CC1 (6-bromo-2,3-dihydro-1H-quinoline). Yield: 86.1%. Reaction SMILES: [Br:1][C:2]1[CH:3]=[C:4]2[C:9](=[CH:10][CH:11]=1)[NH:8][CH2:7][C:6](=O)[CH2:5]2.[Cl-].[Cl-].[Cl-].[Al+3].[H-].[Al+3].[Li+].[H-].[H-].[H-]>C1COCC1.C(=O)([O-])[O-].[Na+].[Na+]>[Br:1][C:2]1[CH:3]=[C:4]2[C:9](=[CH:10][CH:11]=1)[NH:8][CH2:7][CH2:6][CH2:5]2 |f:1.2.3.4,5.6.7.8.9.10,12.13.14|. Procedure: A solution of 6-bromo-2,3-dihydro-1H-quinolin-3-one (0.05 g, 0.219 mmol) in THF (20 mL) and aqueous sodium carbonate (5 mL) was treated with aluminum trichloride (0.116 g, 0.9 mmol) and lithium aluminum hydride (33 mg, 0.9 mmol) The reaction was refluxed for 18 h. and cooled down. The filtrate evaporated to dryness, taken up in water and extracted with EtOAc (3×). Ethyl acetate extracts were dried over sodium sulfate and concentrated. The crude residue was purified by flash chromatography (hexan... Reactants: Cl (HCl), O(C(=O)OC(C)(C)C)C(=O)OC(C)(C)C (BOC2O), NC1=NC(=CC(=N1)N1CCC2(C[C@H](NC2)C(=O)O)CC1)O[C@@H](C(F)(F)F)C1=C(C=C(C=C1)Cl)N1N=C(C=C1)C ((S)-8-(2-amino-6-((R)-1-(4-chloro-2-(3-methyl-1H-pyrazol-1-yl)phenyl)-2,2,2-trifluoroethoxy)pyrimidin-4-yl)-2,8-diazaspiro[4.5]decane-3-carboxylic acid). The solvent is C1CCOC1 (THF), C1CCOC1 (THF), C(Cl)Cl (CH2Cl2). Run at time 16 hour. Yields the product NC1=NC(=CC(=N1)N1CCC2(C[C@H](N(C2)C(=O)OC(C)(C)C)C(=O)O)CC1)O[C@@H](C(F)(F)F)C1=C(C=C(C=C1)Cl)N1N=C(C=C1)C ((S)-8-(2-amino-6-((R)-1-(4-chloro-2-(3-methyl-1H-pyrazol-1-yl)phenyl)-2,2,2-trifluoroethoxy)pyrimidin-4-yl)-2-(tert-butoxycarbonyl)-2,8-diazaspiro[4.5]decane-3-carboxylic acid). Reaction SMILES: [NH2:1][C:2]1[N:7]=[C:6]([N:8]2[CH2:20][CH2:19][C:11]3([CH2:15][NH:14][C@H:13]([C:16]([OH:18])=[O:17])[CH2:12]3)[CH2:10][CH2:9]2)[CH:5]=[C:4]([O:21][C@H:22]([C:27]2[CH:32]=[CH:31][C:30]([Cl:33])=[CH:29][C:28]=2[N:34]2[CH:38]=[CH:37][C:36]([CH3:39])=[N:35]2)[C:23]([F:26])([F:25])[F:24])[N:3]=1.[O:40](C(OC(C)(C)C)=O)[C:41]([O:43][C:44]([CH3:47])([CH3:46])[CH3:45])=O.Cl>C1COCC1.C(Cl)Cl>[NH2:1][C:2]1[N:7]=[C:6]([N:8]2[CH2:20][CH2:19][C:11]3([CH2:15][N:14]([C:41]([O:43][C:44]([CH3:47])([CH3:46])[CH3:45])=[O:40])[C@H:13]([C:16]([OH:18])=[O:17])[CH2:12]3)[CH2:10][CH2:9]2)[CH:5]=[C:4]([O:21][C@H:22]([C:27]2[CH:32]=[CH:31][C:30]([Cl:33])=[CH:29][C:28]=2[N:34]2[CH:38]=[CH:37][C:36]([CH3:39])=[N:35]2)[C:23]([F:25])([F:24])[F:26])[N:3]=1. Reported procedure: To a mixture of (S)-8-(2-amino-6-((R)-1-(4-chloro-2-(3-methyl-1H-pyrazol-1-yl)phenyl)-2,2,2-trifluoroethoxy)pyrimidin-4-yl)-2,8-diazaspiro[4.5]decane-3-carboxylic acid (85 mg, 0.16 mmol) in THF (10 mL) was added BOC2O (4 g, 18.6 mmol) in THF (10 mL), and the reaction mixture was stirred at RT for 16 h. Then the reaction was diluted with CH2Cl2, cooled to 0° C., and the pH adjusted to 2 with 2 N HCl. The reaction mixture was then extracted CH2Cl2 and concentrated in vacuo to provide (S)-8-(2-amin... The reactants are O=C(Nc1cnccn1)Nc1ccnc2cc(Br)ccc12, CC(C)(C)OC(=O)N1CC2CC1CN2. Yields the product CC(C)(C)OC(=O)N1CC2CC1CN2c1ccc2c(NC(=O)Nc3cnccn3)ccnc2c1. As a reaction SMILES: [Br:1][c:2]1[cH:3][cH:4][c:5]2[c:6]([NH:12][C:13](=[O:14])[NH:15][c:16]3[n:17][cH:18][cH:19][n:20][cH:21]3)[cH:7][cH:8][n:9][c:10]2[cH:11]1.[CH:22]12[N:23]([C:29](=[O:30])[O:31][C:32]([CH3:33])([CH3:34])[CH3:35])[CH2:24][CH:25]([NH:26][CH2:27]1)[CH2:28]2>>[c:2]1([N:26]2[CH:25]3[CH2:24][N:23]([C:29](=[O:30])[O:31][C:32]([CH3:33])([CH3:34])[CH3:35])[CH:22]([CH2:27]2)[CH2:28]3)[cH:3][cH:4][c:5]2[c:6]([NH:12][C:13](=[O:14])[NH:15][c:16]3[n:17][cH:18][cH:19][n:20][cH:21]3)[cH:7][cH:8][n:9][c:10]2[cH:11]1. Reactants: NC=1C=C2C=CC=NC2=CC1 (6-aminoquinoline), C1OC=2C=C(C=CC2O1)N=C=O (3,4-(methylenedioxy)phenyl isocyanate). Product: O1COC2=C1C=CC(=C2)NC(=O)NC=2C=C1C=CC=NC1=CC2 (N-(1,3-benzodioxol-5-yl)-N′-[quinolin-6-yl]urea). RXN SMILES: [NH2:1][C:2]1[CH:3]=[C:4]2[C:9](=[CH:10][CH:11]=1)[N:8]=[CH:7][CH:6]=[CH:5]2.[CH2:12]1[O:20][C:19]2[CH:18]=[CH:17][C:16]([N:21]=[C:22]=[O:23])=[CH:15][C:14]=2[O:13]1>>[O:20]1[C:19]2[CH:18]=[CH:17][C:16]([NH:21][C:22]([NH:1][C:2]3[CH:3]=[C:4]4[C:9](=[CH:10][CH:11]=3)[N:8]=[CH:7][CH:6]=[CH:5]4)=[O:23])=[CH:15][C:14]=2[O:13][CH2:12]1. Procedure: Prepared from 6-aminoquinoline and 3,4-(methylenedioxy)phenyl isocyanate. m/z (ES+) 308 (M+H)+.